Dataset: the Open Reaction Database (ORD), a public repository of structured organic reaction records. Task: describe an organic reaction: reactants, conditions, products, and yield Reactants: FC(F)(F)c1cccc(CBr)c1, [Na+], CN(C)C=O, [OH-], O, c1ccc2[nH]nnc2c1. The product is FC(F)(F)c1cccc(Cn2nnc3ccccc32)c1. Reaction SMILES: [F:12][C:13]([c:14]1[cH:15][c:16]([CH2:17][Br:18])[cH:19][cH:20][cH:21]1)([F:22])[F:23].[Na+:11].[O:24]=[CH:25][N:26]([CH3:27])[CH3:28].[OH-:10].[OH2:29].[nH:1]1[n:2][n:3][c:4]2[c:5]1[cH:6][cH:7][cH:8][cH:9]2>>[n:1]1([CH2:17][c:16]2[cH:15][c:14]([C:13]([F:12])([F:22])[F:23])[cH:21][cH:20][cH:19]2)[n:2][n:3][c:4]2[c:5]1[cH:6][cH:7][cH:8][cH:9]2. The reactants are ClC1=NC=C(C(=N1)NC1=C(C(=O)NC)C=CC=C1)C (2-(2-Chloro-5-methyl-pyrimidin-4-ylamino)-N-methyl-benzamide), C(C)N1CCC2=C(CC1)C=C(C=C2)N (3-ethyl-2,3,4,5-tetrahydro-1H-benzo[d]azepin-7-ylamine), Cl (hydrochloric acid). Procedure: 2-(2-Chloro-5-methyl-pyrimidin-4-ylamino)-N-methyl-benzamide (32 mg, 0.12 mmol) and 3-ethyl-2,3,4,5-tetrahydro-1H-benzo[d]azepin-7-ylamine (24 mg, 0.13 mmol) were combined with 1 drop of a solution of 4N hydrochloric acid in dioxane and 2 mL isopropanol and subjected to microwave irradiation (CEP) at 170° C. for 150 minutes. The reaction mixture was concentrated and the organics were partitioned between dichloromethane and saturated sodium bicarbonate solution (100 mL each). The dichloromethane ... Yield: 38.7%. Solvent: O1CCOCC1 (dioxane), C(C)(C)O (isopropanol). Yields the product C(C)N1CCC2=C(CC1)C=C(C=C2)NC2=NC=C(C(=N2)NC2=C(C(=O)NC)C=CC=C2)C (2-[2-(3-Ethyl-2,3,4,5-tetrahydro-1H-benzo[d]azepin-7-ylamino)-5-methyl-pyrimidin-4-ylamino]-N-methyl-benzamide). The reagents and catalysts are solution. RXN SMILES: Cl[C:2]1[N:7]=[C:6]([NH:8][C:9]2[CH:18]=[CH:17][CH:16]=[CH:15][C:10]=2[C:11]([NH:13][CH3:14])=[O:12])[C:5]([CH3:19])=[CH:4][N:3]=1.[CH2:20]([N:22]1[CH2:28][CH2:27][C:26]2[CH:29]=[C:30]([NH2:33])[CH:31]=[CH:32][C:25]=2[CH2:24][CH2:23]1)[CH3:21].Cl>O1CCOCC1.C(O)(C)C>[CH2:20]([N:22]1[CH2:28][CH2:27][C:26]2[CH:29]=[C:30]([NH:33][C:2]3[N:7]=[C:6]([NH:8][C:9]4[CH:18]=[CH:17][CH:16]=[CH:15][C:10]=4[C:11]([NH:13][CH3:14])=[O:12])[C:5]([CH3:19])=[CH:4][N:3]=3)[CH:31]=[CH:32][C:25]=2[CH2:24][CH2:23]1)[CH3:21]. The reactants are BrCC(=O)N[C@@H](C)C1=CC=C(C=C1)Br ((S)-2-bromo-N-(1-(4-bromophenyl)ethyl)acetamide), CC(CC(=O)C1=CC=CC=C1)(C)O[Si](C)(C)C (3-methyl-1-phenyl-3-(trimethylsilyloxy)butan-1-one), NiCl2(dppe), C(C)[Zn]CC (diethylzinc), Cl (HCl). Run in C(C)(=O)OC(C)C (isopropyl acetate). Run at temperature -20 celsius, time 2 hour. Yields the product BrC1=CC=C(C=C1)[C@H](C)NC(C[C@](CC(C)(C)O)(C1=CC=CC=C1)O)=O ((R)—N—((S)-1-(4-bromophenyl)ethyl)-3,5-dihydroxy-5-methyl-3-phenylhexanamide). RXN SMILES: Br[CH2:2][C:3]([NH:5][C@H:6]([C:8]1[CH:13]=[CH:12][C:11]([Br:14])=[CH:10][CH:9]=1)[CH3:7])=[O:4].[CH3:15][C:16]([O:27][Si](C)(C)C)([CH3:26])[CH2:17][C:18]([C:20]1[CH:25]=[CH:24][CH:23]=[CH:22][CH:21]=1)=[O:19].C([Zn]CC)C.Cl>C(OC(C)C)(=O)C>[Br:14][C:11]1[CH:12]=[CH:13][C:8]([C@@H:6]([NH:5][C:3](=[O:4])[CH2:2][C@@:18]([OH:19])([C:20]2[CH:25]=[CH:24][CH:23]=[CH:22][CH:21]=2)[CH2:17][C:16]([OH:27])([CH3:26])[CH3:15])[CH3:7])=[CH:9][CH:10]=1. Procedure details: A flask is charged with 1 (120.0 g, 0.366 mol), 2 (120.0 g, 0.479 mol) and NiCl2(dppe) (1.93 g, 3.66 mmol). The flask is purged with nitrogen and charged with DME (240 mL). The resultant slurry is cooled to about −20° C. and treated with diethylzinc (30 wt. % solution in toluene, 477 mL, 1.097 mol) at a rate to keep the temperature of the reaction mixture between −15 to −5° C. The reaction mixture is then stirred at −5 to 0° C. for 2 hours, treated with 6N aqueous HCl (600 mL), and stirred for 1...